Dataset: the Open Reaction Database (ORD), a public repository of structured organic reaction records. Task: describe an organic reaction: reactants, conditions, products, and yield The reactants are C(C)N\C(=C\1/C(C2=C(S1)C=CC=C2)=O)\C2=CC=CC=C2 ((E)-2-[(ethylamino)phenylmethylene]-benzo[b]thiophen-3(2H)-one), OO (hydrogen peroxide). Run in C(C)(=O)O (acetic acid). Yields the product C(C)N\C(=C\1/C(C2=C(S1=O)C=CC=C2)=O)\C2=CC=CC=C2 ((E)-2-[(Ethylamino)phenylmethylene]-benzo[b]thiophen-3(2H)-one-1-oxide). Reaction SMILES: [CH2:1]([NH:3]/[C:4](/[C:15]1[CH:20]=[CH:19][CH:18]=[CH:17][CH:16]=1)=[C:5]1\[C:6](=[O:14])[C:7]2[CH:13]=[CH:12][CH:11]=[CH:10][C:8]=2[S:9]\1)[CH3:2].[OH:21]O>C(O)(=O)C>[CH2:1]([NH:3]/[C:4](/[C:15]1[CH:20]=[CH:19][CH:18]=[CH:17][CH:16]=1)=[C:5]1\[C:6](=[O:14])[C:7]2[CH:13]=[CH:12][CH:11]=[CH:10][C:8]=2[S:9]\1=[O:21])[CH3:2]. Procedure: Prepared analogous to Example 1 from (E)-2-[(ethylamino)phenylmethylene]-benzo[b]thiophen-3(2H)-one and aqueous hydrogen peroxide in glacial acetic acid. The reactants are C1CCOC1, CO, Fc1cccc(OC2CN(C(c3ccccc3)c3ccccc3)C2)c1, O=C[O-], [NH4+]. Yields the product Fc1cccc(OC2CNC2)c1. As a reaction SMILES: [CH2:30]1[O:31][CH2:32][CH2:33][CH2:34]1.[CH3:35][OH:36].[CH:1]([c:2]1[cH:3][cH:4][cH:5][cH:6][cH:7]1)([c:8]1[cH:9][cH:10][cH:11][cH:12][cH:13]1)[N:14]1[CH2:15][CH:16]([O:18][c:19]2[cH:20][c:21]([F:25])[cH:22][cH:23][cH:24]2)[CH2:17]1.[CH:26]([O-:27])=[O:28].[NH4+:29]>>[NH:14]1[CH2:15][CH:16]([O:18][c:19]2[cH:20][c:21]([F:25])[cH:22][cH:23][cH:24]2)[CH2:17]1.